This data is from the Open Reaction Database (ORD), a public repository of structured organic reaction records. The task is: describe an organic reaction: reactants, conditions, products, and yield Reactants: BrCc1ccccc1, CCc1c(Sc2cc(C)cc(C)c2)[nH]c(=O)[nH]c1=O. Yields the product CCc1c(Sc2cc(C)cc(C)c2)n(Cc2ccccc2)c(=O)[nH]c1=O. RXN SMILES: [Br:20][CH2:21][c:22]1[cH:23][cH:24][cH:25][cH:26][cH:27]1.[CH2:1]([CH3:2])[c:3]1[c:4](=[O:19])[nH:5][c:6](=[O:18])[nH:7][c:8]1[S:9][c:10]1[cH:11][c:12]([CH3:17])[cH:13][c:14]([CH3:16])[cH:15]1>>[CH2:1]([CH3:2])[c:3]1[c:4](=[O:19])[nH:5][c:6](=[O:18])[n:7]([CH2:21][c:22]2[cH:23][cH:24][cH:25][cH:26][cH:27]2)[c:8]1[S:9][c:10]1[cH:11][c:12]([CH3:17])[cH:13][c:14]([CH3:16])[cH:15]1. Starting materials: C1CCOC1, C[Si](C)(C)[N-][Si](C)(C)C, BrCC1CC1, N#CC1CCC(SCC2CC2)CC1, [Na+]. The product is N#CC1(CC2CC2)CCC(SCC2CC2)CC1. RXN SMILES: [CH2:29]1[O:30][CH2:31][CH2:32][CH2:33]1.[CH3:19][Si:20]([CH3:21])([CH3:22])[N-:23][Si:24]([CH3:25])([CH3:26])[CH3:27].[CH:14]1([CH2:17][Br:18])[CH2:15][CH2:16]1.[CH:1]1([CH2:4][S:5][CH:6]2[CH2:7][CH2:8][CH:9]([C:12]#[N:13])[CH2:10][CH2:11]2)[CH2:2][CH2:3]1.[Na+:28]>>[CH:1]1([CH2:4][S:5][CH:6]2[CH2:7][CH2:8][C:9]([C:12]#[N:13])([CH2:17][CH:14]3[CH2:15][CH2:16]3)[CH2:10][CH2:11]2)[CH2:2][CH2:3]1. Reactants: FC(C(=O)O)(F)F.CN[C@@H](C(C)C)C(=O)N[C@@H](C(C)C)C(=O)N(C)[C@H]([C@@H](CC(=O)N1[C@@H](CCC1)[C@@H]([C@H](C(=O)N[C@H](C(=O)N1OCCCC1)CC1=CC=CC=C1)C)OC)OC)[C@H](CC)C (N-methyl-L-valyl-N-[(3R,4S,5S)-3-methoxy-1-{(2S)-2-[(1R,2R)-1-methoxy-2-methyl-3-{[(2S)-1-(1,2-oxazinan-2-yl)-1-oxo-3-phenylpropan-2-yl]amino}-3-oxopropyl]pyrrolidin-1-yl}-5-methyl-1-oxoheptan-4-yl]-N-methyl-L-valinamide trifluoroacetate), C1=CC=CC=2C3=CC=CC=C3C(C12)COC(=O)N([C@@H](C(C)C)C(=O)N[C@@H](C(C)C)C(=O)N(C)[C@H]([C@@H](CC(=O)O)OC)[C@H](CC)C)C (N-[(9H-fluoren-9-ylmethoxy)carbonyl]-N-methyl-L-valyl-N-[(2R,3S,4S)-1-carboxy-2-methoxy-4-methylhexan-3-yl]-N-methyl-L-valinamide), compound, Intermediate 61, O=CCCC(=O)O (4-oxobutanoic acid), C(#N)[BH3-].[Na+] (sodium cyanoborohydride). Yields the product amine, C(=O)(O)CCCN([C@@H](C(C)C)C(=O)N[C@@H](C(C)C)C(=O)N(C)[C@H]([C@@H](CC(=O)N1[C@@H](CCC1)[C@@H]([C@H](C(=O)N[C@H](C(=O)OC)CC1=CC=CC=C1)C)OC)OC)[C@H](CC)C)C (N-(3-carboxypropyl)-N-methyl-L-valyl-N-[(3R,4S,5S)-3-methoxy-1-{(2S)-2-[(1R,2R)-1-methoxy-3-{[(2S)-1-methoxy-1-oxo-3-phenylpropan-2-yl]amino}-2-methyl-3-oxopropyl]pyrrolidin-1-yl}-5-methyl-1-oxoheptan-4-yl]-N-methyl-L-valinamide). As a reaction SMILES: F[C:2](F)(F)[C:3]([OH:5])=[O:4].[CH3:8][NH:9][C@H:10]([C:14]([NH:16][C@H:17]([C:21]([N:23]([C@@H:25]([C@@H:61]([CH3:64])[CH2:62][CH3:63])[C@H:26]([O:59][CH3:60])[CH2:27][C:28]([N:30]1[CH2:34][CH2:33][CH2:32][C@H:31]1[C@H:35]([O:57][CH3:58])[C@@H:36]([CH3:56])[C:37]([NH:39][C@@H:40]([CH2:49][C:50]1[CH:55]=[CH:54][CH:53]=[CH:52][CH:51]=1)[C:41](N1CCCCO1)=[O:42])=[O:38])=[O:29])[CH3:24])=[O:22])[CH:18]([CH3:20])[CH3:19])=[O:15])[CH:11]([CH3:13])[CH3:12].C1C2C([CH2:78][O:79]C(N(C)[C@H](C(N[C@H](C(N([C@@H]([C@@H](C)CC)[C@H](OC)CC(O)=O)C)=O)C(C)C)=O)C(C)C)=O)C3C(=CC=CC=3)C=2C=CC=1.O=[CH:112][CH2:113]CC(O)=O.C([BH3-])#N.[Na+]>>[C:3]([CH2:2][CH2:112][CH2:113][N:9]([CH3:8])[C@H:10]([C:14]([NH:16][C@H:17]([C:21]([N:23]([C@@H:25]([C@@H:61]([CH3:64])[CH2:62][CH3:63])[C@H:26]([O:59][CH3:60])[CH2:27][C:28]([N:30]1[CH2:34][CH2:33][CH2:32][C@H:31]1[C@H:35]([O:57][CH3:58])[C@@H:36]([CH3:56])[C:37]([NH:39][C@@H:40]([CH2:49][C:50]1[CH:51]=[CH:52][CH:53]=[CH:54][CH:55]=1)[C:41]([O:79][CH3:78])=[O:42])=[O:38])=[O:29])[CH3:24])=[O:22])[CH:18]([CH3:20])[CH3:19])=[O:15])[CH:11]([CH3:13])[CH3:12])([OH:5])=[O:4] |f:0.1,4.5|. Reported procedure: First, in analogy to the synthesis described in Intermediate 14, proceeding from Intermediates 4 and 39, the amine compound N-methyl-L-valyl-N-[(3R,4S,5S)-3-methoxy-1-{(2S)-2-[(1R,2R)-1-methoxy-3-{[(2S)-1-methoxy-1-oxo-3-phenylpropan-2-yl]amino}-2-methyl-3-oxopropyl]pyrrolidin-1-yl}-5-methyl-1-oxoheptan-4-yl]-N-methyl-L-valinamide was prepared. 7 mg (0.009 mmol) of this compound were then used, in analogy to the preparation of Intermediate 61, by reaction with 4-oxobutanoic acid in the presence ... The reactants are [OH-].[Na+] (NaOH), C(C)OC(=O)C1(CC1)C=1N=NC(=CC1)C1=CC=C(C=C1)C(C)N1C(OC(CC1)(C1=CC=CC=C1)CC(C)(C)O)=O (1-[6-(4-{1-[6-(2-hydroxy-2-methylpropyl)-2-oxo-6-phenyl-[1,3]oxazinan-3-yl]-ethyl}-phenyl)-pyridazin-3-yl]-cyclopropane-carboxylic acid ethyl ester), Cl (hydrochloric acid). Run in CO (methanol). Reaction conditions: time 2 hour. The product is OC(C[C@@]1(CCN(C(O1)=O)[C@@H](C)C1=CC=C(C=C1)C1=CC=C(N=N1)C1(CC1)C(=O)O)C1=CC=CC=C1)(C)C (1-[6-(4-{(S)-1-[(S)-6-(2-Hydroxy-2-methyl-propyl)-2-oxo-6-phenyl-[1,3]oxazinan-3-yl]-ethyl}-phenyl)-pyridazin-3-yl]-cyclopropanecarboxylic acid). As a reaction SMILES: [OH-].[Na+].C([O:5][C:6]([C:8]1([C:11]2[N:12]=[N:13][C:14]([C:17]3[CH:22]=[CH:21][C:20]([CH:23]([N:25]4[CH2:30][CH2:29][C:28]([CH2:37][C:38]([OH:41])([CH3:40])[CH3:39])([C:31]5[CH:36]=[CH:35][CH:34]=[CH:33][CH:32]=5)[O:27][C:26]4=[O:42])[CH3:24])=[CH:19][CH:18]=3)=[CH:15][CH:16]=2)[CH2:10][CH2:9]1)=[O:7])C.Cl>CO>[OH:41][C:38]([CH3:39])([CH3:40])[CH2:37][C@@:28]1([C:31]2[CH:32]=[CH:33][CH:34]=[CH:35][CH:36]=2)[O:27][C:26](=[O:42])[N:25]([C@H:23]([C:20]2[CH:19]=[CH:18][C:17]([C:14]3[N:13]=[N:12][C:11]([C:8]4([C:6]([OH:7])=[O:5])[CH2:10][CH2:9]4)=[CH:16][CH:15]=3)=[CH:22][CH:21]=2)[CH3:24])[CH2:30][CH2:29]1 |f:0.1|. Reported procedure: 4 M aqueous NaOH solution (1.5 mL) was added to a solution of 1-[6-(4-{1-[6-(2-hydroxy-2-methylpropyl)-2-oxo-6-phenyl-[1,3]oxazinan-3-yl]-ethyl}-phenyl)-pyridazin-3-yl]-cyclopropane-carboxylic acid ethyl ester (0.81 g) in methanol (5 mL) at room temperature. The solution was stirred at room temperature for 2 h and was then neutralized with 1 M aqueous hydrochloric acid. Most of the methanol was evaporated, the residue was diluted with water, and the resulting mixture was extracted with ethyl ace... Yields the product ClC1=CC(=NC=N1)C(=O)C=1C=C2C(CN(C2=C(C1)C)C)(C)C ((6-chloro-pyrimidin-4-yl)-(1,3,3,7-tetramethyl-2,3-dihydro-1H-indol-5-yl)-methanone). Run in C(Cl)Cl (DCM), C(Cl)Cl (DCM). Reported procedure: Under an argon atmosphere 0.473 g (2.67 mmol) 6-chloropyrimidine-4-carboxylic acid chloride and 0.427 g (3.20 mmol) aluminium trichloride were stirred in 20 mL DCM for 30 min. Then 0.520 g (2.67 mmol) 1,3,3,7-tetramethyl-2,3-dihydro-1H-indole in DCM were added dropwise to the reaction mixture and it was stirred for 45 min at RT, then for 45 min at 40° C. Next, the reaction mixture was decomposed with ice water/sodium hydroxide solution, extracted with DCM and the organic phase was evaporated dow... As a reaction SMILES: [Cl:1][C:2]1[N:7]=[CH:6][N:5]=[C:4]([C:8](Cl)=[O:9])[CH:3]=1.[Cl-].[Cl-].[Cl-].[Al+3].[CH3:15][N:16]1[C:24]2[C:19](=[CH:20][CH:21]=[CH:22][C:23]=2[CH3:25])[C:18]([CH3:27])([CH3:26])[CH2:17]1>C(Cl)Cl>[Cl:1][C:2]1[N:7]=[CH:6][N:5]=[C:4]([C:8]([C:21]2[CH:20]=[C:19]3[C:24](=[C:23]([CH3:25])[CH:22]=2)[N:16]([CH3:15])[CH2:17][C:18]3([CH3:27])[CH3:26])=[O:9])[CH:3]=1 |f:1.2.3.4|. Starting materials: CN1CC(C2=CC=CC(=C12)C)(C)C (1,3,3,7-tetramethyl-2,3-dihydro-1H-indole), ice water sodium hydroxide, ClC1=CC(=NC=N1)C(=O)Cl (6-chloropyrimidine-4-carboxylic acid chloride), [Cl-].[Cl-].[Cl-].[Al+3] (aluminium trichloride). Run at time 45 minute. Starting materials: F[B-](F)(F)F, CC(C)(C)OC(=O)N(CC(=O)O)Cc1ccccc1, CCOC(C)=O, CCN(C(C)C)C(C)C, CN(C)C=O, C=CCNCc1ccccc1, CN(C)C(On1nnc2ccccc21)=[N+](C)C. The product is C=CCN(Cc1ccccc1)C(=O)CN(Cc1ccccc1)C(=O)OC(C)(C)C. As a reaction SMILES: [B-:29]([F:30])([F:31])([F:32])[F:33].[CH3:1][C:2]([CH3:3])([CH3:4])[O:5][C:6](=[O:7])[N:8]([CH2:9][C:10](=[O:11])[OH:12])[CH2:13][c:14]1[cH:15][cH:16][cH:17][cH:18][cH:19]1.[CH3:67][CH2:68][O:69][C:70](=[O:71])[CH3:72].[CH:20]([N:21]([CH2:22][CH3:23])[CH:24]([CH3:25])[CH3:26])([CH3:27])[CH3:28].[O:62]=[CH:63][N:64]([CH3:65])[CH3:66].[c:51]1([CH2:57][NH:58][CH2:59][CH:60]=[CH2:61])[cH:52][cH:53][cH:54][cH:55][cH:56]1.[n:34]1([O:35][C:36]([N:37]([CH3:38])[CH3:39])=[N+:40]([CH3:41])[CH3:42])[c:43]2[cH:44][cH:45][cH:46][cH:47][c:48]2[n:49][n:50]1>>[CH3:1][C:2]([CH3:3])([CH3:4])[O:5][C:6](=[O:7])[N:8]([CH2:9][C:10](=[O:12])[N:58]([CH2:57][c:51]1[cH:52][cH:53][cH:54][cH:55][cH:56]1)[CH2:59][CH:60]=[CH2:61])[CH2:13][c:14]1[cH:15][cH:16][cH:17][cH:18][cH:19]1.